Dataset: the Open Reaction Database (ORD), a public repository of structured organic reaction records. Task: describe an organic reaction: reactants, conditions, products, and yield The reactants are C(C)(C)(C)OC(N[C@@H]1CC[C@H](CC1)C(N(C)OC)=O)=O ([trans-4-(methoxy-methyl-carbamoyl)-cyclohexyl]-carbamic acid tert-butyl ester), O=C1COC2=C(N1)C=C(C=C2)C=O (3-oxo-3,4-dihydro-2H-benzo[1,4]oxazine-6-carbaldehyde), 1.c, C=1C=CC2=C(C1)C=CS2 (thianaphthene). Yields the product S1C2=C(C=C1C(=O)[C@@H]1CC[C@H](CC1)NCC=1C=CC3=C(NC(CO3)=O)C1)C=CC=C2 (6-{[trans-4-(benzo[b]thiophene-2-carbonyl)-cyclohexylamino]-methyl}-4H-benzo[1,4]oxazin-3-one), solid. RXN SMILES: [CH:1]1[CH:2]=[CH:3][C:4]2[S:9][CH:8]=[CH:7][C:5]=2[CH:6]=1.C(O[C:15](=O)[NH:16][C@H:17]1[CH2:22][CH2:21][C@H:20]([C:23](=[O:28])N(OC)C)[CH2:19][CH2:18]1)(C)(C)C.[O:30]=[C:31]1[NH:36][C:35]2[CH:37]=[C:38](C=O)[CH:39]=[CH:40][C:34]=2[O:33][CH2:32]1>>[S:9]1[C:8]([C:23]([C@H:20]2[CH2:19][CH2:18][C@H:17]([NH:16][CH2:15][C:38]3[CH:39]=[CH:40][C:34]4[O:33][CH2:32][C:31](=[O:30])[NH:36][C:35]=4[CH:37]=3)[CH2:22][CH2:21]2)=[O:28])=[CH:7][C:5]2[CH:6]=[CH:1][CH:2]=[CH:3][C:4]1=2. Procedure details: The title compound was prepared according to the same protocol as that described for example 1, steps 1.a to 1.c, starting from thianaphthene (5 mmol), [trans-4-(methoxy-methyl-carbamoyl)-cyclohexyl]-carbamic acid tert-butyl ester (2.5 mmol) and 3-oxo-3,4-dihydro-2H-benzo[1,4]oxazine-6-carbaldehyde (0.4 mmol). A colourless solid (44 mg) was obtained. The reactants are FC(C(=O)OC)(F)C1=CC=C(C(=O)OC)C=C1 (methyl 4-(1,1-difluoro-2-methoxy-2-oxoethyl)benzoate), [OH-].[Na+] (sodium hydroxide), solution. The solvent is C1CCOC1 (THF). Conditions: time 16 hour. Yields the product FC(C(=O)O)(C1=CC=C(C=C1)C(=O)OC)F (difluoro[4-(methoxycarbonyl)phenyl]acetic acid). As a reaction SMILES: [F:1][C:2]([C:8]1[CH:17]=[CH:16][C:11]([C:12]([O:14][CH3:15])=[O:13])=[CH:10][CH:9]=1)([F:7])[C:3]([O:5]C)=[O:4].[OH-].[Na+]>C1COCC1>[F:1][C:2]([F:7])([C:8]1[CH:9]=[CH:10][C:11]([C:12]([O:14][CH3:15])=[O:13])=[CH:16][CH:17]=1)[C:3]([OH:5])=[O:4] |f:1.2|. Procedure: To a solution of methyl 4-(1,1-difluoro-2-methoxy-2-oxoethyl)benzoate (1.0 g, 4.1 mmol) in THF (20 mL) was added sodium hydroxide (4.1 mmol, 4.1 mL of a 1M solution) dropwise at ambient temperature. The resulting solution was stirred for 16 hours. The reaction was partitioned between 1M HCl and ethyl acetate. The organics were dried over sodium sulfate, filtered and evaporated to give difluoro[4-(methoxycarbonyl)phenyl]acetic acid as a white solid. 1H NMR (CDCl3) δ 8.12 (d, J=8.5 Hz, 2H), 7.71 (... The reactants are ClC1=NN=C(C2=CC=CC=C12)CC1=CC=NC=C1 (1-chloro-4-(4-pyridylmethyl)phthalazine), NC1=CC=C(C=C1)C (p-toluidine), C([O-])([O-])=O.[K+].[K+] (potassium carbonate). The solvent is C(C)(=O)[O-] (acetate). Run at temperature 90 celsius, time 1.5 hour. Product: CC1=CC=C(NC2=NN=C(C3=CC=CC=C23)CC2=CC=NC=C2)C=C1 (1-(4-Methylanilino)-4-(4-pyridylmethyl)phthalazine). RXN SMILES: Cl[C:2]1[C:11]2[C:6](=[CH:7][CH:8]=[CH:9][CH:10]=2)[C:5]([CH2:12][C:13]2[CH:18]=[CH:17][N:16]=[CH:15][CH:14]=2)=[N:4][N:3]=1.[NH2:19][C:20]1[CH:25]=[CH:24][C:23]([CH3:26])=[CH:22][CH:21]=1.C(=O)([O-])[O-].[K+].[K+]>C([O-])(=O)C>[CH3:26][C:23]1[CH:24]=[CH:25][C:20]([NH:19][C:2]2[C:11]3[C:6](=[CH:7][CH:8]=[CH:9][CH:10]=3)[C:5]([CH2:12][C:13]3[CH:18]=[CH:17][N:16]=[CH:15][CH:14]=3)=[N:4][N:3]=2)=[CH:21][CH:22]=1 |f:2.3.4|. Procedure details: A mixture of 0.384 g (1.5 mmol) 1-chloro-4-(4-pyridylmethyl)phthalazine and 0.482 g (4.5 mmol) p-toluidine is stirred for 1.5 h at 90° C. under a nitrogen atmosphere. The reaction mixture is then distributed between 30 ml acetate and 20% aqueous potassium carbonate solution. The organic phase washed with water and dried over anhydrous sodium sulfate is evaporated and the residue purified on silica gel by flash chromatography using acetate/methanol mixtures (50:1 to 9:1). Title compound is obtain... The reactants are COC(=O)CC1(NS(=O)C(C)(C)C)CC2(CCCCC2)Oc2ccc(Br)cc21, CO. Product: COC(=O)CC1(N)CC2(CCCCC2)Oc2ccc(Br)cc21. RXN SMILES: [Br:1][c:2]1[cH:3][c:4]2[c:9]([cH:10][cH:11]1)[O:8][C:7]1([CH2:6][C:5]2([NH:17][S:18]([C:19]([CH3:20])([CH3:21])[CH3:22])=[O:23])[CH2:24][C:25](=[O:26])[O:27][CH3:28])[CH2:12][CH2:13][CH2:14][CH2:15][CH2:16]1.[CH3:29][OH:30]>>[Br:1][c:2]1[cH:3][c:4]2[c:9]([cH:10][cH:11]1)[O:8][C:7]1([CH2:6][C:5]2([NH2:17])[CH2:24][C:25](=[O:26])[O:27][CH3:28])[CH2:12][CH2:13][CH2:14][CH2:15][CH2:16]1. The reactants are COC=1C=C(CC2C(CCCC2)=O)C=CC1 (2-(3-Methoxy-benzyl)-cyclohexanone), COC1=CC=C2C=3CCCCC3CC2=C1 (7-methoxy-2,3,4,9-tetrahydro-1H-fluorene). The reagents and catalysts are [Pd] (Pd/C). Run in CO.CCO (MeOH EtOH). Product: COC1=CC=C2C3CCCCC3CC2=C1 (7-methoxy-2,3,4,4a,9,9a-hexahydro-1H-fluorene). Reaction SMILES: [CH3:1][O:2][C:3]1[CH:4]=[C:5]([CH:14]=[CH:15][CH:16]=1)[CH2:6][CH:7]1[CH2:12][CH2:11][CH2:10][CH2:9][C:8]1=O.COC1C=C2C(C3CCCCC=3C2)=CC=1>[Pd].CO.CCO>[CH3:1][O:2][C:3]1[CH:4]=[C:5]2[C:14]([CH:12]3[CH:7]([CH2:6]2)[CH2:8][CH2:9][CH2:10][CH2:11]3)=[CH:15][CH:16]=1 |f:3.4|. Procedure: 2-(3-Methoxy-benzyl)-cyclohexanone was converted to 7-methoxy-2,3,4,9-tetrahydro-1H-fluorene in accordance with the procedure of U.S. Pat. No. 3,743,663, followed by hydrogenation (Pd/C, MeOH/EtOH, H2, 1 atm) to obtain 7-methoxy-2,3,4,4a,9,9a-hexahydro-1H-fluorene. Starting materials: C1(CCC1)C=1C(NC=2N(C1)N=NC2C2=C(C=CC=C2)F)=O (6-Cyclobutyl-3-(2-fluorophenyl)-4H-1,2,3-triazolo[1,5-α]pyrimidin-5-one), N(=NC(=O)OCC)C(=O)OCC (Diethyl azodicarboxylate), EtOAc hexanes, C1(=CC=CC=C1)P(C1=CC=CC=C1)C1=CC=CC=C1 (triphenylphosphine), C(C)N1N=CN=C1CO ((2-ethyl-2H-1,2,4-triazol-3-yl)methanol). Solvent: O1CCCC1 (tetrahydrofuran). Conditions: time 6 hour. Yields the product C1(CCC1)C=1C(=NC=2N(C1)N=NC2C2=C(C=CC=C2)F)OCC=2N(N=CN2)CC (6-cyclobutyl-5-(2-ethyl-2H-1,2,4-triazol-3-ylmethoxy)-3-(2-fluorophenyl)-1,2,3-triazolo[1,5-α]pyrimidine). Yield: 57.9%. As a reaction SMILES: [CH:1]1([C:5]2[C:6](=[O:21])[NH:7][C:8]3[N:9]([N:11]=[N:12][C:13]=3[C:14]3[CH:19]=[CH:18][CH:17]=[CH:16][C:15]=3[F:20])[CH:10]=2)[CH2:4][CH2:3][CH2:2]1.C1(P(C2C=CC=CC=2)C2C=CC=CC=2)C=CC=CC=1.[CH2:41]([N:43]1[C:47]([CH2:48]O)=[N:46][CH:45]=[N:44]1)[CH3:42].N(C(OCC)=O)=NC(OCC)=O>O1CCCC1>[CH:1]1([C:5]2[C:6]([O:21][CH2:48][C:47]3[N:43]([CH2:41][CH3:42])[N:44]=[CH:45][N:46]=3)=[N:7][C:8]3[N:9]([N:11]=[N:12][C:13]=3[C:14]3[CH:19]=[CH:18][CH:17]=[CH:16][C:15]=3[F:20])[CH:10]=2)[CH2:2][CH2:3][CH2:4]1. Procedure details: 6-Cyclobutyl-3-(2-fluorophenyl)-4H-1,2,3-triazolo[1,5-α]pyrimidin-5-one (50 g, 0.18 mmol), triphenylphosphine (120 mg, 0.44 mmol) and (2-ethyl-2H-1,2,4-triazol-3-yl)methanol (60 mg, 0.44 mmol) were suspended in dry tetrahydrofuran (1.5 ml). Diethyl azodicarboxylate (70 μl, 0.44 mmol) was added and a solution resulted immediately. The reaction was stirred at room temperature for 48 hours before purification by preparative tlc (60% EtOAc/hexanes) to afford a colourless oil which crystallised upon ... The reactants are [H][H] (hydrogen), [H-].[Na+] (Sodium hydride), C(C)C1=NC2=CC=CC=C2C(C1)=O (2-ethyl-4-quinolone), BrCC1=CC=C(C=C1)C=1C(=CC=CC1)C(=O)OC (methyl 4'-(bromomethyl)biphenyl-2-carboxylate), III. The solvent is CN(C=O)C (DMF), CN(C=O)C (N,N-dimethylformamide). Conditions: time 16 hour. The product is C(C)C1=NC2=CC=CC=C2C(=C1)OCC1=CC=C(C=C1)C=1C(=CC=CC1)C(=O)OC (methyl 4'-[(2-ethylquinolin-4-yloxy)methyl]biphenyl-2- carboxylate). Yield: 64.5%. RXN SMILES: [H-].[Na+].[CH2:3]([C:5]1[CH2:14][C:13](=[O:15])[C:12]2[C:7](=[CH:8][CH:9]=[CH:10][CH:11]=2)[N:6]=1)[CH3:4].[H][H].Br[CH2:19][C:20]1[CH:25]=[CH:24][C:23]([C:26]2[C:27]([C:32]([O:34][CH3:35])=[O:33])=[CH:28][CH:29]=[CH:30][CH:31]=2)=[CH:22][CH:21]=1>CN(C)C=O>[CH2:3]([C:5]1[CH:14]=[C:13]([O:15][CH2:19][C:20]2[CH:25]=[CH:24][C:23]([C:26]3[C:27]([C:32]([O:34][CH3:35])=[O:33])=[CH:28][CH:29]=[CH:30][CH:31]=3)=[CH:22][CH:21]=2)[C:12]2[C:7](=[CH:8][CH:9]=[CH:10][CH:11]=2)[N:6]=1)[CH3:4] |f:0.1|. Procedure details: Sodium hydride (60% dispersion in mineral oil; 60 mg) was added to a stirred solution of 2-ethyl-4-quinolone (260 mg) prepared by the method described in Org. Syn., 1955, Coll. Vol. III, p.374 and p593), in N,N-dimethylformamide (DMF)(2.5 ml). The mixture was stirred until evolution of hydrogen had ceased and then a solution of the bromomethyl compound (C) (460 mg) in DMF (1 ml) was added. The reaction mixture was stirred for 16 hours. The solvent was removed by evaporation and the residue was p...